Dataset: the Open Reaction Database (ORD), a public repository of structured organic reaction records. Task: describe an organic reaction: reactants, conditions, products, and yield Reactants: C=CCON(CCC)C(=O)OC(C)(C)C, CCOC(C)=O. Product: CCCON(CCC)C(=O)OC(C)(C)C. RXN SMILES: [C:1](=[O:2])([O:3][C:4]([CH3:5])([CH3:6])[CH3:7])[N:8]([O:9][CH2:10][CH:11]=[CH2:12])[CH2:13][CH2:14][CH3:15].[CH3:16][CH2:17][O:18][C:19]([CH3:20])=[O:21]>>[C:1](=[O:2])([O:3][C:4]([CH3:5])([CH3:6])[CH3:7])[N:8]([O:9][CH2:10][CH2:11][CH3:12])[CH2:13][CH2:14][CH3:15].